From a dataset of the Open Reaction Database (ORD), a public repository of structured organic reaction records. describe an organic reaction: reactants, conditions, products, and yield The reactants are CS(C)=O, CCOC(C)=O, CCCCCC, [H-], O=Cc1ccc([N+](=O)[O-])o1, [Na+], O, Oc1ccc(Cl)cc1. Yields the product O=Cc1ccc(Oc2ccc(Cl)cc2)o1. RXN SMILES: [CH3:22][S:23]([CH3:24])=[O:25].[CH3:26][CH2:27][O:28][C:29](=[O:30])[CH3:31].[CH3:32][CH2:33][CH2:34][CH2:35][CH2:36][CH3:37].[H-:9].[N+:11]([O-:12])(=[O:13])[c:14]1[cH:15][cH:16][c:17]([CH:19]=[O:20])[o:18]1.[Na+:10].[OH2:21].[OH:1][c:2]1[cH:3][cH:4][c:5]([Cl:6])[cH:7][cH:8]1>>[O:1]([c:2]1[cH:3][cH:4][c:5]([Cl:6])[cH:7][cH:8]1)[c:14]1[cH:15][cH:16][c:17]([CH:19]=[O:20])[o:18]1.